Dataset: the Open Reaction Database (ORD), a public repository of structured organic reaction records. Task: describe an organic reaction: reactants, conditions, products, and yield Starting materials: CC(C)CCC/C(=C/CC/C(=C/C=O)/C)/C (Dihydrofarnesal), [N+](=O)([O-])CC (nitroethane). Yields the product CC(CC(C(C)[N+](=O)[O-])O)CCC=C(CCC=C(C)C)C (5,9,13-Trimethyl-2-nitrotetradeca-8,12-dien-3-ol). Isolated yield 90.0%. RXN SMILES: [CH3:1][CH:2]([CH2:4][CH2:5][CH2:6]/[C:7](/[CH3:16])=[CH:8]/[CH2:9][CH2:10]/[C:11](/[CH3:15])=[CH:12]/[CH:13]=[O:14])[CH3:3].[N+:17]([CH2:20][CH3:21])([O-:19])=[O:18]>>[CH3:15][CH:11]([CH2:10][CH2:9][CH:8]=[C:7]([CH3:16])[CH2:6][CH2:5][CH:4]=[C:2]([CH3:1])[CH3:3])[CH2:12][CH:13]([OH:14])[CH:20]([N+:17]([O-:19])=[O:18])[CH3:21]. Procedure details: To 2.93 g of 3 was added 5 mL of nitroethane with stirring. Approximately 5-6 g of Amberlyst A-21 was added, and the mixture was stirred at room temperature overnight. The mixture was filtered and the ion exchange resin was rinsed four times with 25 mL of dichloromethane. The filtrate was dried over anhydrous MgSO4, and the solvent was removed by rotary evaporation, which afforded 3.53 g (90%) of a mixture of stereoisomers of the desired nitro alcohol 4. 1H NMR δ (ppm) 5.2 (t, CH3C(CH3)═CH and C...